This data is from the Open Reaction Database (ORD), a public repository of structured organic reaction records. The task is: describe an organic reaction: reactants, conditions, products, and yield Reactants: FC1=CC=C(C=C1)C(CCCN1C=NC=C1)=O (1-(4-fluorophenyl)-4-(1-(1H)-imidazolyl)-1-butanone), Cl.Cl.NCCON (O-(2-aminoethyl)hydroxylamine dihydrochloride), N1=CC=CC=C1 (pyridine). The solvent is C(C)O (ethanol). Conditions: time 4 hour. The product is Cl.Cl.NCCON=C(CCCN1C=NC=C1)C1=CC=C(C=C1)F (1-(4-Fluorophenyl)-4-(1-(1H)-imidazolyl)-1-butanone O-(2-aminoethyl)oxime dihydrochloride). Yield: 113.7%. As a reaction SMILES: [F:1][C:2]1[CH:7]=[CH:6][C:5]([C:8](=O)[CH2:9][CH2:10][CH2:11][N:12]2[CH:16]=[CH:15][N:14]=[CH:13]2)=[CH:4][CH:3]=1.[ClH:18].Cl.[NH2:20][CH2:21][CH2:22][O:23][NH2:24].N1C=CC=CC=1>C(O)C>[ClH:18].[ClH:18].[NH2:20][CH2:21][CH2:22][O:23][N:24]=[C:8]([C:5]1[CH:6]=[CH:7][C:2]([F:1])=[CH:3][CH:4]=1)[CH2:9][CH2:10][CH2:11][N:12]1[CH:16]=[CH:15][N:14]=[CH:13]1 |f:1.2.3,6.7.8|. Procedure: A mixture of 1-(4-fluorophenyl)-4-(1-(1H)-imidazolyl)-1-butanone (3.00 g), O-(2-aminoethyl)hydroxylamine dihydrochloride (2.31 g), 3 equivalents of pyridine, and absolute ethanol (75 ml) was heated under reflux, under nitrogen, with stirring, for four hrs. The reaction mixture was evaporated, toluene was added and evaporated. The residue was partitioned between 10% sodium hydroxide solution and ethyl acetate. The layers were separated and the aqueous phase extracted with ethyl acetate. The combi... Reactants: ClC1=NC(=C2C(=N1)N(N=C2)C2OCCCC2)C=2C=C(C=CC2)NC(C=C)=O (N-(3-(6-Chloro-1-(tetrahydro-2H-pyran-2-yl)-1H-pyrazolo[3,4-d]pyrimidin-4-yl)phenyl)acrylamide), NC=1C=C(C(=C(C1)O)N1CCOCC1)F (5-amino-3-fluoro-2-morpholinophenol). Product: FC=1C=C(C=C(C1N1CCOCC1)O)NC1=NC(=C2C(=N1)N(N=C2)C2OCCCC2)C=2C=C(C=CC2)NC(C=C)=O (N-(3-(6-((3-fluoro-5-hydroxy-4-morpholinophenyl)amino)-1-(tetrahydro-2H-pyran-2-yl)-1H-pyrazolo[3,4-d]pyrimidin-4-yl)phenyl)acrylamide). As a reaction SMILES: Cl[C:2]1[N:7]=[C:6]2[N:8]([CH:11]3[CH2:16][CH2:15][CH2:14][CH2:13][O:12]3)[N:9]=[CH:10][C:5]2=[C:4]([C:17]2[CH:18]=[C:19]([NH:23][C:24](=[O:27])[CH:25]=[CH2:26])[CH:20]=[CH:21][CH:22]=2)[N:3]=1.[NH2:28][C:29]1[CH:30]=[C:31]([F:42])[C:32]([N:36]2[CH2:41][CH2:40][O:39][CH2:38][CH2:37]2)=[C:33]([OH:35])[CH:34]=1>>[F:42][C:31]1[CH:30]=[C:29]([NH:28][C:2]2[N:7]=[C:6]3[N:8]([CH:11]4[CH2:16][CH2:15][CH2:14][CH2:13][O:12]4)[N:9]=[CH:10][C:5]3=[C:4]([C:17]3[CH:18]=[C:19]([NH:23][C:24](=[O:27])[CH:25]=[CH2:26])[CH:20]=[CH:21][CH:22]=3)[N:3]=2)[CH:34]=[C:33]([OH:35])[C:32]=1[N:36]1[CH2:37][CH2:38][O:39][CH2:40][CH2:41]1. Reported procedure: N-(3-(6-Chloro-1-(tetrahydro-2H-pyran-2-yl)-1H-pyrazolo[3,4-d]pyrimidin-4-yl)phenyl)acrylamide can then be reacted with 5-amino-3-fluoro-2-morpholinophenol under palladium catalyzed aminolysis conditions to yield N-(3-(6-((3-fluoro-5-hydroxy-4-morpholinophenyl)amino)-1-(tetrahydro-2H-pyran-2-yl)-1H-pyrazolo[3,4-d]pyrimidin-4-yl)phenyl)acrylamide, which can be deprotected under mild acidic conditions to provide N-(3-(6-((3-fluoro-5-hydroxy-4-morpholinophenyl)amino)-1H-pyrazolo[3,4-d]pyrimidin-4-y... The reactants are C1(CCCC1)C(=O)O (cyclopentane carboxylic acid), C(C1=CC=CC=C1)OC(C(=C)CCOC)=O (2-(2-Methoxyethyl)propenoic acid benzyl ester), Cl (hydrochloric acid), C(CCC)[Li] (n-Butyl lithium), C(C)(C)NC(C)C (diisopropylamine). Solvent: O1CCCC1 (tetrahydrofuran), O1CCCC1 (tetrahydrofuran), O1CCCC1 (tetrahydrofuran). Reaction conditions: temperature -73 celsius, time 2 hour. The product is C(C1=CC=CC=C1)OC(C(CC1(CCCC1)C(=O)O)CCOC)=O (3-(1-Carboxycyclopentyl)-2-(2-methoxyethyl)propanoic acid benzyl ester). The yield is 83.0%. As a reaction SMILES: C([Li])CCC.C(NC(C)C)(C)C.[CH:13]1([C:18]([OH:20])=[O:19])[CH2:17][CH2:16][CH2:15][CH2:14]1.[CH2:21]([O:28][C:29](=[O:36])[C:30]([CH2:32][CH2:33][O:34][CH3:35])=[CH2:31])[C:22]1[CH:27]=[CH:26][CH:25]=[CH:24][CH:23]=1.Cl>O1CCCC1>[CH2:21]([O:28][C:29](=[O:36])[CH:30]([CH2:32][CH2:33][O:34][CH3:35])[CH2:31][C:13]1([C:18]([OH:20])=[O:19])[CH2:17][CH2:16][CH2:15][CH2:14]1)[C:22]1[CH:27]=[CH:26][CH:25]=[CH:24][CH:23]=1. Procedure: n-Butyl lithium (2.5M in hexane, 18.16 ml, 45.4 mmole) was added dropwise under nitrogen to a stirred solution of diisopropylamine (4.59, 45.4 mmole) in dry tetrahydrofuran (20 ml) keeping the temperature between -40° and -20° C. Stirring was continued at -20° C. for half an hour and cyclopentane carboxylic acid (2.59 g, 22.7 mmole) in dry tetrahydrofuran (10 ml) was added over five minutes, keeping the temperature at -20° C. The mixture was allowed to attain room temperature over one and a half...